From a dataset of the Open Reaction Database (ORD), a public repository of structured organic reaction records. describe an organic reaction: reactants, conditions, products, and yield Starting materials: BrCC(=O)NC(C)(C)C1=CC(=C2CNC(N(C2=C1)C1=C(C=CC=C1Cl)Cl)=O)C1=C(C=CC=C1)Cl (2-bromo-N-{1-[5-(2-chlorophenyl)-1-(2,6-dichlorophenyl)-2-oxo-1,2,3,4-tetrahydroquinazolin-7-yl]-1-methylethyl}acetamide), N1CCOCC1 (morpholine), C(C)(C)N(CC)C(C)C (diisopropylethylamine). The solvent is CN(C)C=O (DMF), C(C)(=O)OCC (ethyl acetate). Reaction conditions: temperature 80 celsius. Yields the product ClC1=C(C=CC=C1)C1=C2CNC(N(C2=CC(=C1)C(C)(C)NC(CN1CCOCC1)=O)C1=C(C=CC=C1Cl)Cl)=O (N-{1-[5-(2-chlorophenyl)-(2,6-dichlorophenyl)-2-oxo-1,2,3,4-tetrahydroquinazolin-7-yl]-1-methylethyl}-2-morpholin-4-ylacetamide). Reaction SMILES: Br[CH2:2][C:3]([NH:5][C:6]([C:9]1[CH:18]=[C:17]2[C:12]([CH2:13][NH:14][C:15](=[O:27])[N:16]2[C:19]2[C:24]([Cl:25])=[CH:23][CH:22]=[CH:21][C:20]=2[Cl:26])=[C:11]([C:28]2[CH:33]=[CH:32][CH:31]=[CH:30][C:29]=2[Cl:34])[CH:10]=1)([CH3:8])[CH3:7])=[O:4].[NH:35]1[CH2:40][CH2:39][O:38][CH2:37][CH2:36]1.C(N(C(C)C)CC)(C)C>CN(C=O)C.C(OCC)(=O)C>[Cl:34][C:29]1[CH:30]=[CH:31][CH:32]=[CH:33][C:28]=1[C:11]1[CH:10]=[C:9]([C:6]([NH:5][C:3](=[O:4])[CH2:2][N:35]2[CH2:40][CH2:39][O:38][CH2:37][CH2:36]2)([CH3:8])[CH3:7])[CH:18]=[C:17]2[C:12]=1[CH2:13][NH:14][C:15](=[O:27])[N:16]2[C:19]1[C:24]([Cl:25])=[CH:23][CH:22]=[CH:21][C:20]=1[Cl:26]. Procedure: To a stirred solution of 2-bromo-N-{1-[5-(2-chlorophenyl)-1-(2,6-dichlorophenyl)-2-oxo-1,2,3,4-tetrahydroquinazolin-7-yl]-1-methylethyl}acetamide (30 mg, 0.05 mmol, 1 eq) in DMF (0.5 mL) was added morpholine (0.01 mL) and diisopropylethylamine (0.02 mL). The mixture was warmed to and maintained at 80° C. for 1.5 h at which time HPLC analysis indicated complete reaction. The mixture was diluted with ethyl acetate and washed 3× with dilute NaOH. The organic extract was dried over anhydrous Na2SO4,...